This data is from the Open Reaction Database (ORD), a public repository of structured organic reaction records. The task is: describe an organic reaction: reactants, conditions, products, and yield Reactants: CCN(C(C)C)C(C)C, COC(=O)n1ncc2c(NC(=O)ON3C(=O)CCC3=O)cccc21, CN(C)C=O, O, NCc1cccc2ccccc12. Yields the product COC(=O)n1ncc2c(NC(=O)NCc3cccc4ccccc34)cccc21. As a reaction SMILES: [CH:13]([N:14]([CH:15]([CH3:16])[CH3:17])[CH2:18][CH3:19])([CH3:20])[CH3:21].[O:22]=[C:23]1[CH2:24][CH2:25][C:26](=[O:27])[N:28]1[O:29][C:30](=[O:31])[NH:32][c:33]1[c:34]2[cH:35][n:36][n:37]([C:42](=[O:43])[O:44][CH3:45])[c:38]2[cH:39][cH:40][cH:41]1.[O:46]=[CH:47][N:48]([CH3:49])[CH3:50].[OH2:51].[c:1]1([CH2:11][NH2:12])[cH:2][cH:3][cH:4][c:5]2[cH:6][cH:7][cH:8][cH:9][c:10]12>>[c:1]1([CH2:11][NH:12][C:30](=[O:29])[NH:32][c:33]2[c:34]3[cH:35][n:36][n:37]([C:42](=[O:43])[O:44][CH3:45])[c:38]3[cH:39][cH:40][cH:41]2)[cH:2][cH:3][cH:4][c:5]2[cH:6][cH:7][cH:8][cH:9][c:10]12. Starting materials: CC(=O)O (AcOH), FC1=C(C=C2C=CC=NC2=C1)CC1=CN=C2N1N=C(C=C2)C=2C=NN(C2)C2CCNCC2 (7-fluoro-6-[6-(1-piperidin-4-yl-1H-pyrazol-4-yl)-imidazo[1,2-b]pyridazin-3-ylmethyl]-quinoline), [Si](C)(C)(C(C)(C)C)OCC=O (tert-butyldimethylsilyloxy-acetaldehyde), [BH3-]C#N.[Na+] (NaBH3CN). Run in CO (MeOH), C(Cl)Cl (DCM). Conditions: time 2 hour. Product: C(C)(C)(C)[Si](OCCN1CCC(CC1)N1N=CC(=C1)C=1C=CC=2N(N1)C(=CN2)CC=2C=C1C=CC=NC1=CC2F)(C)C (6-[6-(1-{1-[2-(tert-Butyl-dimethyl-silanyloxy)-ethyl]-piperidin-4-yl}-1H-pyrazol-4-yl)-imidazo[1,2-b]pyridazin-3-ylmethyl]-7-fluoro-quinoline). RXN SMILES: [F:1][C:2]1[CH:11]=[C:10]2[C:5]([CH:6]=[CH:7][CH:8]=[N:9]2)=[CH:4][C:3]=1[CH2:12][C:13]1[N:17]2[N:18]=[C:19]([C:22]3[CH:23]=[N:24][N:25]([CH:27]4[CH2:32][CH2:31][NH:30][CH2:29][CH2:28]4)[CH:26]=3)[CH:20]=[CH:21][C:16]2=[N:15][CH:14]=1.[Si:33]([O:40][CH2:41][CH:42]=O)([C:36]([CH3:39])([CH3:38])[CH3:37])([CH3:35])[CH3:34].[BH3-]C#N.[Na+].CC(O)=O>CO.C(Cl)Cl>[C:36]([Si:33]([CH3:35])([CH3:34])[O:40][CH2:41][CH2:42][N:30]1[CH2:31][CH2:32][CH:27]([N:25]2[CH:26]=[C:22]([C:19]3[CH:20]=[CH:21][C:16]4[N:17]([C:13]([CH2:12][C:3]5[CH:4]=[C:5]6[C:10](=[CH:11][C:2]=5[F:1])[N:9]=[CH:8][CH:7]=[CH:6]6)=[CH:14][N:15]=4)[N:18]=3)[CH:23]=[N:24]2)[CH2:28][CH2:29]1)([CH3:39])([CH3:38])[CH3:37] |f:2.3|. Reported procedure: A mixture of 7-fluoro-6-[6-(1-piperidin-4-yl-1H-pyrazol-4-yl)-imidazo[1,2-b]pyridazin-3-ylmethyl]-quinoline (Example 180, 70 mg, 0.164 mmol), tert-butyldimethylsilyloxy-acetaldehyde (47 μL, 0.246 mmol) and NaBH3CN (52 mg, 0.246 mmol) in MeOH (2 mL) was stirred at rt for 2 h. The pH was then adjusted to 5-6 with AcOH and the RM was stirred at rt for 2 h more. The mixture was diluted with DCM and washed with NaHCO3 and brine. The organic layer was dried over Na2SO4, filtered and concentrated to af... Starting materials: C1CCN(CC1)CCCN2CCC3=C(C2)C4=C(C=C(C=C4)F)C(=O)N3 (GP-L), C(C1=CC=CC=C1)N1N=C(C=2C(=CC=CC12)C(=O)OC)CCN[C@H]1CN2CCC1CC2 ((R)-methyl 1-benzyl-3-(2-(quinuclidin-3-ylamino)ethyl)-1H-indazole-4-carboxylate), O.[OH-].[Li+] (lithium hydroxide monohydrate). Yields the product C(C1=CC=CC=C1)N1N=C(C=2C(=CC=CC12)C(=O)[O-])CCN[C@H]1CN2CCC1CC2.[Li+] (lithium (R)-1-benzyl-3-(2-(quinuclidin-3-ylamino)ethyl)-1H-indazole-4-carboxylate). The yield is 101.0%. As a reaction SMILES: C1CCN(CCCN2CC3C4C=CC(F)=CC=4C(NC=3CC2)=O)CC1.[CH2:26]([N:33]1[C:41]2[CH:40]=[CH:39][CH:38]=[C:37]([C:42]([O:44]C)=[O:43])[C:36]=2[C:35]([CH2:46][CH2:47][NH:48][C@@H:49]2[CH:54]3[CH2:55][CH2:56][N:51]([CH2:52][CH2:53]3)[CH2:50]2)=[N:34]1)[C:27]1[CH:32]=[CH:31][CH:30]=[CH:29][CH:28]=1.O.[OH-].[Li+:59]>>[CH2:26]([N:33]1[C:41]2[CH:40]=[CH:39][CH:38]=[C:37]([C:42]([O-:44])=[O:43])[C:36]=2[C:35]([CH2:46][CH2:47][NH:48][C@@H:49]2[CH:54]3[CH2:55][CH2:56][N:51]([CH2:52][CH2:53]3)[CH2:50]2)=[N:34]1)[C:27]1[CH:28]=[CH:29][CH:30]=[CH:31][CH:32]=1.[Li+:59] |f:2.3.4,5.6|. Procedure: Following general procedure GP-L, (R)-methyl 1-benzyl-3-(2-(quinuclidin-3-ylamino)ethyl)-1H-indazole-4-carboxylate (1.1 mg, 2.63 mmol) and lithium hydroxide monohydrate (332 mg, 7.89 mmol) were converted lithium (R)-1-benzyl-3-(2-(quinuclidin-3-ylamino)ethyl)-1H-indazole-4-carboxylate (1.09 g, quant. yield) which was used in the next step without further purification: 1H NMR (300 MHz, CDCl3) δ 7.37-7.34 (m, 1H), 7.30-7.26 (m, 3H), 7.25-7.11 (m, 3H), 7.06-7.03 (m, 1H), 5.54 (s, 2H), 3.27 (m, 2H),... Reactants: N1C=C(C2=CC=CC=C12)C(=O)O (indole-3-carboxylic acid), NC1=C(C=C(C=C1)CC(=O)O)Br (4-amino-3-bromophenylacetic acid), O (water), CCN=C=NCCCN(C)C.Cl (EDC HCl). Solvent: CN(C)C=O (DMF). Yields the product BrC=1C=C(C=CC1NC(=O)C1=CNC2=CC=CC=C12)CC(=O)OCC (ethyl (3-bromo-4-((3-indolylcarbonyl)amino)phenyl)acetate). The yield is 26.6%. As a reaction SMILES: [NH:1]1[C:9]2[C:4](=[CH:5][CH:6]=[CH:7][CH:8]=2)[C:3]([C:10]([OH:12])=O)=[CH:2]1.[NH2:13][C:14]1[CH:19]=[CH:18][C:17]([CH2:20][C:21]([OH:23])=[O:22])=[CH:16][C:15]=1[Br:24].[CH3:25][CH2:26]N=C=NCCCN(C)C.Cl.O>CN(C=O)C>[Br:24][C:15]1[CH:16]=[C:17]([CH2:20][C:21]([O:23][CH2:25][CH3:26])=[O:22])[CH:18]=[CH:19][C:14]=1[NH:13][C:10]([C:3]1[C:4]2[C:9](=[CH:8][CH:7]=[CH:6][CH:5]=2)[NH:1][CH:2]=1)=[O:12] |f:2.3|. Procedure details: In DMF (20 ml) were dissolved indole-3-carboxylic acid (1.00 g, 6.21 mmol) and 4-amino-3-bromophenylacetic acid (1.60 g, 6.21 mmol). To the resulting solution was added EDC HCl (1.43 g, 7.45 mmol) under stirring at room temperature. After the reaction mixture was stirred at room temperature for 4 hours, water was added thereto, followed by extraction with ethyl acetate. The extract was washed with saturated brine, dried over anhydrous sodium sulfate, and distilled under reduced pressure to remov... Reactants: CC(C)(C)S(=O)NC1(c2ccc(B3OC(C)(C)C(C)(C)O3)cc2)COC1, COCCOC, ClCCl, C[Si](C)(C)CCOCn1nc2c3oc(-c4ccccc4)c(I)c(=O)c3ccn2c1=O, [Na+], [Na+], O=C([O-])[O-]. Product: CC(C)(C)S(=O)NC1(c2ccc(-c3c(-c4ccccc4)oc4c(ccn5c(=O)n(COCC[Si](C)(C)C)nc45)c3=O)cc2)COC1. As a reaction SMILES: [CH3:31][C:32]1([CH3:33])[C:34]([CH3:35])([CH3:36])[O:37][B:38]([c:39]2[cH:40][cH:41][c:42]([C:45]3([NH:49][S:50](=[O:51])[C:52]([CH3:53])([CH3:54])[CH3:55])[CH2:46][O:47][CH2:48]3)[cH:43][cH:44]2)[O:56]1.[CH3:66][O:67][CH2:68][CH2:69][O:70][CH3:71].[Cl:57][CH2:58][Cl:59].[I:1][c:2]1[c:3](=[O:30])[c:4]2[cH:5][cH:6][n:7]3[c:8]([c:9]2[o:10][c:11]1-[c:12]1[cH:13][cH:14][cH:15][cH:16][cH:17]1)[n:18][n:19]([CH2:22][O:23][CH2:24][CH2:25][Si:26]([CH3:27])([CH3:28])[CH3:29])[c:20]3=[O:21].[Na+:60].[Na+:61].[O-:62][C:63](=[O:64])[O-:65]>>[c:2]1(-[c:39]2[cH:40][cH:41][c:42]([C:45]3([NH:49][S:50](=[O:51])[C:52]([CH3:53])([CH3:54])[CH3:55])[CH2:46][O:47][CH2:48]3)[cH:43][cH:44]2)[c:3](=[O:30])[c:4]2[cH:5][cH:6][n:7]3[c:8]([c:9]2[o:10][c:11]1-[c:12]1[cH:13][cH:14][cH:15][cH:16][cH:17]1)[n:18][n:19]([CH2:22][O:23][CH2:24][CH2:25][Si:26]([CH3:27])([CH3:28])[CH3:29])[c:20]3=[O:21]. The reactants are CCN(C(C)C)C(C)C, CNc1cnc(SC)nc1-c1ccccc1C, ClCCl, CC(C)(C(=O)Cl)c1cc(C(F)(F)F)cc(C(F)(F)F)c1. The product is CSc1ncc(N(C)C(=O)C(C)(C)c2cc(C(F)(F)F)cc(C(F)(F)F)c2)c(-c2ccccc2C)n1. RXN SMILES: [CH2:18]([N:19]([CH:20]([CH3:21])[CH3:22])[CH:23]([CH3:24])[CH3:25])[CH3:26].[CH3:1][NH:2][c:3]1[c:4](-[c:11]2[c:12]([CH3:17])[cH:13][cH:14][cH:15][cH:16]2)[n:5][c:6]([S:9][CH3:10])[n:7][cH:8]1.[Cl:47][CH2:48][Cl:49].[F:27][C:28]([c:29]1[cH:30][c:31]([C:39]([C:40](=[O:41])[Cl:42])([CH3:43])[CH3:44])[cH:32][c:33]([C:35]([F:36])([F:37])[F:38])[cH:34]1)([F:45])[F:46]>>[CH3:1][N:2]([c:3]1[c:4](-[c:11]2[c:12]([CH3:17])[cH:13][cH:14][cH:15][cH:16]2)[n:5][c:6]([S:9][CH3:10])[n:7][cH:8]1)[C:40]([C:39]([c:31]1[cH:30][c:29]([C:28]([F:27])([F:45])[F:46])[cH:34][c:33]([C:35]([F:36])([F:37])[F:38])[cH:32]1)([CH3:43])[CH3:44])=[O:41]. Reactants: OC1=CC2=C(C(=NO2)C)C=C1C1C(N(C2=CC=CC=C12)CC1=CC=C(C=C1)OC)=O (3-(6-hydroxy-3-methyl-1,2-benzisoxazol-5-yl)-1-(4-methoxybenzyl)-1,3-dihydro-2H-indol-2-one), C1(=CC=CC=C1)C(N1C(C(C2=CC=CC=C12)C1=C(C=C(C(=C1)C)OC)O)=O)C1=CC=CC=C1 (1-(diphenylmethyl)-3-(2-hydroxy-4-methoxy-5-methylphenyl)-1,3-dihydro-2H-indol-2-one). Product: COC1=CC=C(CN2C(C3(C4=CC=CC=C24)COC2=CC4=C(C(=NO4)C)C=C23)=O)C=C1 (1′-(4-methoxybenzyl)-3-methylspiro[furo[3,2-f][1,2]benzisoxazole-5,3′-indol]-2′(1′H)-one). RXN SMILES: [OH:1][C:2]1[C:11]([CH:12]2[C:20]3[C:15](=[CH:16][CH:17]=[CH:18][CH:19]=3)[N:14]([CH2:21][C:22]3[CH:27]=[CH:26][C:25]([O:28][CH3:29])=[CH:24][CH:23]=3)[C:13]2=[O:30])=[CH:10][C:5]2[C:6]([CH3:9])=[N:7][O:8][C:4]=2[CH:3]=1.[C:31]1(C(C2C=CC=CC=2)N2C3C(=CC=CC=3)C(C3C=C(C)C(OC)=CC=3O)C2=O)C=CC=CC=1>>[CH3:29][O:28][C:25]1[CH:24]=[CH:23][C:22]([CH2:21][N:14]2[C:15]3[C:20](=[CH:19][CH:18]=[CH:17][CH:16]=3)[C:12]3([C:11]4[C:2](=[CH:3][C:4]5[O:8][N:7]=[C:6]([CH3:9])[C:5]=5[CH:10]=4)[O:1][CH2:31]3)[C:13]2=[O:30])=[CH:27][CH:26]=1. Reported procedure: Following the procedure as described in EXAMPLE 2 and making non-critical variations using 3-(6-hydroxy-3-methyl-1,2-benzisoxazol-5-yl)-1-(4-methoxybenzyl)-1,3-dihydro-2H-indol-2-one to replace 1-(diphenylmethyl)-3-(2-hydroxy-4-methoxy-5-methylphenyl)-1,3-dihydro-2H-indol-2-one, 1′-(4-methoxybenzyl)-3-methylspiro[furo[3,2-f][1,2]benzisoxazole-5,3′-indol]-2′(1′H)-one was obtained (95%) as a colorless solid: mp 138-139° C. (ethyl acetate/hexanes); 1H NMR (300 MHz, CDCl3) δ 7.46 (d, J=9.0 Hz, 2H), ...